This data is from the Open Reaction Database (ORD), a public repository of structured organic reaction records. The task is: describe an organic reaction: reactants, conditions, products, and yield Reactants: CN(C1=CC=C(C=C1)CN(C(=O)C1CCCC2=C(C=CC=C12)O)C1=CC=C(C=C1)C(C)C)C (N-[(4-dimethylaminophenyl)methyl]-5-hydroxy-N-(4-isopropylphenyl)-1,2,3,4-tetrahydronaphthalene-1-carboxamide), BrCCO (2-bromoethanol). Product: CN(C1=CC=C(C=C1)CN(C(=O)C1CCCC2=C(C=CC=C12)OCCO)C1=CC=C(C=C1)C(C)C)C (N-[(4-dimethylaminophenyl)methyl]-5-(2-hydroxyethoxy)-N-(4-isopropylphenyl)-1,2,3,4-tetrahydronaphthalene-1-carboxamide). RXN SMILES: [CH3:1][N:2]([CH3:33])[C:3]1[CH:8]=[CH:7][C:6]([CH2:9][N:10]([C:24]2[CH:29]=[CH:28][C:27]([CH:30]([CH3:32])[CH3:31])=[CH:26][CH:25]=2)[C:11]([CH:13]2[C:22]3[C:17](=[C:18]([OH:23])[CH:19]=[CH:20][CH:21]=3)[CH2:16][CH2:15][CH2:14]2)=[O:12])=[CH:5][CH:4]=1.Br[CH2:35][CH2:36][OH:37]>>[CH3:1][N:2]([CH3:33])[C:3]1[CH:8]=[CH:7][C:6]([CH2:9][N:10]([C:24]2[CH:29]=[CH:28][C:27]([CH:30]([CH3:31])[CH3:32])=[CH:26][CH:25]=2)[C:11]([CH:13]2[C:22]3[C:17](=[C:18]([O:23][CH2:35][CH2:36][OH:37])[CH:19]=[CH:20][CH:21]=3)[CH2:16][CH2:15][CH2:14]2)=[O:12])=[CH:5][CH:4]=1. Procedure: By the reaction and treatment in the same manner as in Example 106 using N-[(4-dimethylaminophenyl)methyl]-5-hydroxy-N-(4-isopropylphenyl)-1,2,3,4-tetrahydronaphthalene-1-carboxamide (0.66 g) and 2-bromoethanol (0.32 mL) as starting materials, N-[(4-dimethylaminophenyl)methyl]-5-(2-hydroxyethoxy)-N-(4-isopropylphenyl)-1,2,3,4-tetrahydronaphthalene-1-carboxamide (0.49 g) was obtained. The reactants are CC(=O)OC(C)=O, CN1CCN(C2(CN)CCCCC2)CC1. Product: CC(=O)NCC1(N2CCN(C)CC2)CCCCC1. Reaction SMILES: [CH3:16][C:17](=[O:18])[O:19][C:20](=[O:21])[CH3:22].[NH2:1][CH2:2][C:3]1([N:9]2[CH2:10][CH2:11][N:12]([CH3:15])[CH2:13][CH2:14]2)[CH2:4][CH2:5][CH2:6][CH2:7][CH2:8]1>>[NH:1]([CH2:2][C:3]1([N:9]2[CH2:10][CH2:11][N:12]([CH3:15])[CH2:13][CH2:14]2)[CH2:4][CH2:5][CH2:6][CH2:7][CH2:8]1)[C:17]([CH3:16])=[O:18].